The task is: describe an organic reaction: reactants, conditions, products, and yield. This data is from the Open Reaction Database (ORD), a public repository of structured organic reaction records. Starting materials: NC1=C2C=3C(=NN(C3C(=C1)OC)CCN(CC)CC)C1=C(S2)C=CC=C1 (5-amino-N,N-diethyl-3-methoxy-2H[1]benzothiopyrano[4,3,2-cd]indazole-2-ethanamine), Br (HBr). Yields the product NC=1C2=C3C(=NN(C3=C(C1)O)CCN(CC)CC)C1=C(S2)C=CC=C1 (5-Amino-2-[2-(diethylamino)ethyl]-2H-[1]benzothiopyrano[4,3,2-cd]indazol-3-ol). RXN SMILES: [NH2:1][C:2]1[CH:10]=[C:9]([O:11]C)[C:8]2[N:7]([CH2:13][CH2:14][N:15]([CH2:18][CH3:19])[CH2:16][CH3:17])[N:6]=[C:5]3[C:20]4[CH:26]=[CH:25][CH:24]=[CH:23][C:21]=4[S:22][C:3]=1[C:4]=23.Br>>[NH2:1][C:2]1[C:3]2[S:22][C:21]3[CH:23]=[CH:24][CH:25]=[CH:26][C:20]=3[C:5]3=[N:6][N:7]([CH2:13][CH2:14][N:15]([CH2:16][CH3:17])[CH2:18][CH3:19])[C:8](=[C:9]([OH:11])[CH:10]=1)[C:4]=23. Procedure details: Reaction of 5-amino-N,N-diethyl-3-methoxy-2H[1]benzothiopyrano[4,3,2-cd]indazole-2-ethanamine with 48% HBr as described in Example 64 gave the product. The reactants are ClC1=C(C=NN1C)NC(=O)C=1N=C(SC1NC(OC(C)(C)C)=O)C1=C(C=CC=C1F)F (tert-Butyl 4-(5-chloro-1-methyl-1H-pyrazol-4-ylcarbamoyl)-2-(2,6-difluorophenyl)thiazol-5-ylcarbamate), FC1(CCC(C(CC1)NC(OC(C)(C)C)=O)O)C=1N(N=CC1[N+](=O)[O-])C (tert-butyl N-(5-fluoro-2-hydroxy-5-(2-methyl-4-nitro-pyrazol-3-yl)cycloheptyl)carbamate). Yields the product C(C)(C)(C)OC(=O)NC1=C(N=C(S1)C1=C(C=CC=C1F)F)C(=O)NC1=C(N(N=C1)C)C12CCC(C(CC1)O2)NC(OC(C)(C)C)=O (tert-butyl N-(5-[4-[[5-(tert-butoxycarbonylamino)-2-(2,6-difluorophenyl)thiazole-4-carbonyl]amino]-2-methyl-pyrazol-3-yl]-8-oxabicyclo[3.2.1]octan-2-yl]carbamate). Reaction SMILES: Cl[C:2]1[N:6]([CH3:7])[N:5]=[CH:4][C:3]=1[NH:8][C:9]([C:11]1[N:12]=[C:13]([C:24]2[C:29]([F:30])=[CH:28][CH:27]=[CH:26][C:25]=2[F:31])[S:14][C:15]=1[NH:16][C:17](=[O:23])[O:18][C:19]([CH3:22])([CH3:21])[CH3:20])=[O:10].F[C:33]1(C2N(C)N=CC=2[N+]([O-])=O)[CH2:39][CH2:38][CH:37]([NH:40][C:41](=[O:47])[O:42][C:43]([CH3:46])([CH3:45])[CH3:44])[CH:36]([OH:48])[CH2:35][CH2:34]1>>[C:19]([O:18][C:17]([NH:16][C:15]1[S:14][C:13]([C:24]2[C:29]([F:30])=[CH:28][CH:27]=[CH:26][C:25]=2[F:31])=[N:12][C:11]=1[C:9]([NH:8][C:3]1[CH:4]=[N:5][N:6]([CH3:7])[C:2]=1[C:33]12[O:48][CH:36]([CH2:35][CH2:34]1)[CH:37]([NH:40][C:41](=[O:47])[O:42][C:43]([CH3:46])([CH3:45])[CH3:44])[CH2:38][CH2:39]2)=[O:10])=[O:23])([CH3:22])([CH3:21])[CH3:20]. Procedure: Following the procedure for Intermediate 1 starting from tert-butyl N-(5-fluoro-2-hydroxy-5-(2-methyl-4-nitro-pyrazol-3-yl)cycloheptyl)carbamate gave tert-butyl N-(5-[4-[[5-(tert-butoxycarbonylamino)-2-(2,6-difluorophenyl)thiazole-4-carbonyl]amino]-2-methyl-pyrazol-3-yl]-8-oxabicyclo[3.2.1]octan-2-yl]carbamate as a pale pink solid (172 mg, 17% over two steps). 1H NMR (400 MHz, CDCl3) δ 10.47 (s, 1H), 10.45 (s, 1H), 8.29 (s, 1H), 7.35-7.27 (m, 1H), 7.18-7.08 (m, 2H), 4.76 (br s, 1H), 4.29 (br s, ... Reactants: C(=O)N[C@H]1CC(=O)OC1=O (N-formyl-L-aspartic anhydride), C(C)(=O)O (acetic acid), COC([C@@H](N)CC1=CC=CC=C1)=O (L-phenylalanine methyl ester). Solvent: C(C)C(=O)C (methyl ethyl ketone), C(C)C(=O)C (methyl ethyl ketone). Conditions: time 15 minute. Yields the product COC([C@@H](NC([C@@H](NC=O)CC(O)=O)=O)CC1=CC=CC=C1)=O (N-formyl-α-L-aspartyl-L-phenylalanine methyl ester). As a reaction SMILES: [CH:1]([NH:3][C@@H:4]1[C:9](=[O:10])[O:8][C:6](=[O:7])[CH2:5]1)=[O:2].C(O)(=O)C.[CH3:15][O:16][C:17](=[O:27])[C@H:18]([CH2:20][C:21]1[CH:26]=[CH:25][CH:24]=[CH:23][CH:22]=1)[NH2:19]>C(C(C)=O)C>[CH3:15][O:16][C:17](=[O:27])[C@H:18]([CH2:20][C:21]1[CH:26]=[CH:25][CH:24]=[CH:23][CH:22]=1)[NH:19][C:9](=[O:10])[C@H:4]([CH2:5][C:6](=[O:7])[OH:8])[NH:3][CH:1]=[O:2]. Reported procedure: 14.3 g of N-formyl-L-aspartic anhydride (0.1 mole) was added to a mixture of 100 ml of methyl ethyl ketone and 24.0 g of acetic acid (0.4 mole). The solution was stirred at room temperature for 15 minutes. A solution of 17.9 g of L-phenylalanine methyl ester (0.1 mole) dissolved in 200 ml of methyl ethyl ketone was added to the above solution and stirred at room temperature for 6 hours to produce N-formyl-α-L-aspartyl-L-phenylalanine methyl ester. Starting materials: C1CCOC1, Cl, CCOC(=O)C(C(=O)OCC)c1ccc(C2OCCO2)c(OC)c1. The product is CCOC(=O)C(C(=O)OCC)c1ccc(C=O)c(OC)c1. As a reaction SMILES: [CH2:25]1[O:26][CH2:27][CH2:28][CH2:29]1.[ClH:30].[O:1]1[CH:2]([c:6]2[c:7]([O:23][CH3:24])[cH:8][c:9]([CH:12]([C:13](=[O:14])[O:15][CH2:16][CH3:17])[C:18](=[O:19])[O:20][CH2:21][CH3:22])[cH:10][cH:11]2)[O:5][CH2:4][CH2:3]1>>[O:1]=[CH:2][c:6]1[c:7]([O:23][CH3:24])[cH:8][c:9]([CH:12]([C:13](=[O:14])[O:15][CH2:16][CH3:17])[C:18](=[O:19])[O:20][CH2:21][CH3:22])[cH:10][cH:11]1.